From a dataset of the Open Reaction Database (ORD), a public repository of structured organic reaction records. describe an organic reaction: reactants, conditions, products, and yield The reactants are C(=O)(OC(C)(C)C)N1CCNCC1.C(#N)C=1C=C2C=CCC2=CC1 (5-cyano-inden bocpiperazine), Cl (HCl). Run at time 2 hour. Product: N1(CCNCC1)C1CC2=CC=C(C=C2C1)C#N (2-(piperazine-1-yl)-2,3-dihydro-1H-indene-5-carbonitrile). As a reaction SMILES: [C:1]([N:8]1[CH2:13][CH2:12][NH:11][CH2:10][CH2:9]1)(OC(C)(C)C)=O.[C:14]([C:16]1[CH:17]=[C:18]2[C:22](=[CH:23][CH:24]=1)[CH2:21]C=[CH:19]2)#[N:15].Cl>>[N:8]1([CH:1]2[CH2:19][C:18]3[C:22](=[CH:23][CH:24]=[C:16]([C:14]#[N:15])[CH:17]=3)[CH2:21]2)[CH2:9][CH2:10][NH:11][CH2:12][CH2:13]1 |f:0.1|. Procedure: To a flask containing 5-cyano-inden bocpiperazine (0.025 g, 0.076 mmol) and a stir bar was added 4M HCl (2 mL). The resulting mixture was then stirred for 2 h; LC indicated completion of the reaction. The solution was concentrated in vacuo, pumped under reduced pressure and gave the title product (LC/MS: [(M+1)]+=228. The reactants are C(CO)O (ethylene glycol), BrC=1C=C(C=O)C=CC1C (3-bromo-4-methylbenzaldehyde), O (water). Reagents/catalysts: C1(=CC=C(C=C1)S(=O)(=O)O)C (para-toluenesulfonic acid). The solvent is C1(=CC=CC=C1)C (toluene). The product is BrC=1C=C(C=CC1C)C1OCCO1 (2-(3-Bromo-4-methylphenyl)[1,3]dioxolane). Yield: 89.1%. As a reaction SMILES: [Br:1][C:2]1[CH:3]=[C:4]([CH:7]=[CH:8][C:9]=1[CH3:10])[CH:5]=[O:6].[CH2:11](O)[CH2:12][OH:13].O>C1(C)C=CC=CC=1.C1(C)C=CC(S(O)(=O)=O)=CC=1>[Br:1][C:2]1[CH:3]=[C:4]([CH:5]2[O:13][CH2:12][CH2:11][O:6]2)[CH:7]=[CH:8][C:9]=1[CH3:10]. Procedure: 11.8 g (60 mmol) of 3-bromo-4-methylbenzaldehyde are placed in 150 ml of toluene in a round-bottomed flask and under nitrogen. 16.5 ml (300 mmol) of ethylene glycol and 571 mg (3 mmol) of para-toluenesulfonic acid are added. The mixture is refluxed for 36 hours and the water formed is separated out using Dean-Stark apparatus. At room temperature, the reaction medium is poured into saturated aqueous sodium hydrogen carbonate solution and then extracted with ether. The organic phase is dried over ... Starting materials: O=C(O)C(O)C(O)C(=O)O, CCOC(C)=O, Cl, O=C(OCc1ccc(C(F)(F)F)cc1)n1ccnc1, CCOC(=O)c1cc(C2CCCNC2)ccc1C, O. The product is CCOC(=O)c1cc(C2CCCN(C(=O)OCc3ccc(C(F)(F)F)cc3)C2)ccc1C. Reaction SMILES: [C:1]([OH:2])(=[O:3])[CH:4]([CH:5]([C:6]([OH:7])=[O:8])[OH:9])[OH:10].[CH3:49][CH2:50][O:51][C:52](=[O:53])[CH3:54].[ClH:48].[F:29][C:30]([c:31]1[cH:32][cH:33][c:34]([CH2:35][O:36][C:37](=[O:38])[n:39]2[cH:40][cH:41][n:42][cH:43]2)[cH:44][cH:45]1)([F:46])[F:47].[NH:11]1[CH2:12][CH:13]([c:17]2[cH:18][cH:19][c:20]([CH3:28])[c:21]([C:22](=[O:23])[O:24][CH2:25][CH3:26])[cH:27]2)[CH2:14][CH2:15][CH2:16]1.[OH2:55]>>[N:11]1([C:37]([O:36][CH2:35][c:34]2[cH:33][cH:32][c:31]([C:30]([F:29])([F:46])[F:47])[cH:45][cH:44]2)=[O:38])[CH2:12][CH:13]([c:17]2[cH:18][cH:19][c:20]([CH3:28])[c:21]([C:22](=[O:23])[O:24][CH2:25][CH3:26])[cH:27]2)[CH2:14][CH2:15][CH2:16]1. The reactants are C1CCC(CC1)N=C=NC2CCCCC2 (DCC), tetrapeptide, N([C@H](CC1=CNC2=CC=CC=C12)C(=O)O)C(=O)OCC1=CC=CC=C1 (Z-D-Trp-OH), N[C@H](CC1=CC=CC=C1)C(=O)OC.Cl (H-D-Phe-OMe.HCl), ON1N=NC2=C1C=CC=C2 (1 -hydroxybenzotriazole), C(C)N1CCOCC1 (N-ethylmorpholine). Run in CN(C)C=O (DMF), CN(C)C=O (DMF). Product: dipeptide, N([C@H](CC1=CNC2=CC=CC=C12)C(=O)N[C@H](CC1=CC=CC=C1)C(=O)OC)C(=O)OCC1=CC=CC=C1 (Z-D-Trp-D-Phe-OMe). RXN SMILES: [NH:1]([C:16]([O:18][CH2:19][C:20]1[CH:25]=[CH:24][CH:23]=[CH:22][CH:21]=1)=[O:17])[C@@H:2]([C:13](O)=[O:14])[CH2:3][C:4]1[C:12]2[C:7](=[CH:8][CH:9]=[CH:10][CH:11]=2)[NH:6][CH:5]=1.[NH2:26][C@@H:27]([C:35]([O:37][CH3:38])=[O:36])[CH2:28][C:29]1[CH:34]=[CH:33][CH:32]=[CH:31][CH:30]=1.Cl.ON1C2C=CC=CC=2N=N1.C(N1CCOCC1)C.C1CCC(N=C=NC2CCCCC2)CC1>CN(C=O)C>[NH:1]([C:16]([O:18][CH2:19][C:20]1[CH:25]=[CH:24][CH:23]=[CH:22][CH:21]=1)=[O:17])[C@@H:2]([C:13]([NH:26][C@@H:27]([C:35]([O:37][CH3:38])=[O:36])[CH2:28][C:29]1[CH:34]=[CH:33][CH:32]=[CH:31][CH:30]=1)=[O:14])[CH2:3][C:4]1[C:12]2[C:7](=[CH:8][CH:9]=[CH:10][CH:11]=2)[NH:6][CH:5]=1 |f:1.2|. Procedure: In a preferred embodiment of the preparation of the above tetrapeptide fragment 4-7, substantially equimolar amounts of Z-D-Trp-OH, prepared as described for the L-isomer by E. Klieger, E. Schroder, and H. Gibian, Justus Liebigs' Ann. Chem., 640, 157 (1961), and H-D-Phe-OMe.HCl (see F. Bergel et al. cited above) with an excess, preferably 1.5 to 2.5 molar equivalents, of 1 -hydroxybenzotriazole, in an inert organic solvent, preferably DMF, at -20° to 10° C, preferably 0° C, is treated with an ex... Starting materials: CN(C)C=O (DMF), FC1=C(C=CC=C1)C1=CC=2C(=CN=CC2)N1 (2-(2-Fluoro-phenyl)-1H-pyrrolo[2,3-c]pyridine), [OH-].[Na+] (NaOH), CN(C)C=O (DMF), FC(OC1=CC=C(C(=O)Cl)C=C1)(F)F (4-trifluoromethoxybenzoyl chloride). Reaction conditions: time 1 hour. Yields the product FC(C(=O)[O-])(F)F.FC1=C(C=CC=C1)C=1C=C2C(=CN(C=C2)CC2=CC=C(C=C2)OC(F)(F)F)[NH+]1 (2-(2-Fluoro phenyl)-6-(4-trifluoromethoxy-benzyl)-6H-pyrrolo[2,3-c]pyridinium trifluoroacetate). Isolated yield 8.0%. Reaction SMILES: [F:1][C:2]1[CH:7]=[CH:6][CH:5]=[CH:4][C:3]=1[C:8]1[NH:16][C:11]2=[CH:12][N:13]=[CH:14][CH:15]=[C:10]2[CH:9]=1.[OH-:17].[Na+].[F:19][C:20]([F:32])([F:31])[O:21][C:22]1[CH:30]=[CH:29][C:25]([C:26](Cl)=O)=[CH:24][CH:23]=1.CN([CH:36]=[O:37])C>>[F:32][C:20]([F:19])([F:31])[C:36]([O-:37])=[O:17].[F:1][C:2]1[CH:7]=[CH:6][CH:5]=[CH:4][C:3]=1[C:8]1[CH:9]=[C:10]2[CH:15]=[CH:14][N:13]([CH2:26][C:25]3[CH:29]=[CH:30][C:22]([O:21][C:20]([F:19])([F:31])[F:32])=[CH:23][CH:24]=3)[CH:12]=[C:11]2[NH+:16]=1 |f:1.2,5.6|. Procedure details: To a solution of 2-(2-Fluoro-phenyl)-1H-pyrrolo[2,3-c]pyridine (50 mg, 0.244 mmole) in DMF (1 ml) was added 10% (w/v) aqueous NaOH (113 μl, 0.28 mmole) followed by a solution of 4-trifluoromethoxybenzoyl chloride (60 mg, 0.28 mmole) in DMF (0.5 ml). The reaction mixture was stirred at room temperature for 1 hour. The crude reaction mixture was purified by reverse phase HPLC with mass directed collection. Obtained 9.2 mg (8%) of 2-(2-Fluoro phenyl)-6-(4-trifluoromethoxy-benzyl)-6H-pyrrolo[2,3-c]p...